Dataset: the Open Reaction Database (ORD), a public repository of structured organic reaction records. Task: describe an organic reaction: reactants, conditions, products, and yield The reactants are CCN(C(C)C)C(C)C, O=S(=O)(Cl)c1ccc(Cl)cc1Cl, ClCCl, CCOC(CN(C(=O)C(Cc1ccc(Cl)cc1)NC(=O)C(CN)NC(=O)OCc1ccccc1)C(C)C)OCC. Yields the product CCOC(CN(C(=O)C(Cc1ccc(Cl)cc1)NC(=O)C(CNS(=O)(=O)c1ccc(Cl)cc1Cl)NC(=O)OCc1ccccc1)C(C)C)OCC. Reaction SMILES: [CH:1]([N:2]([CH2:3][CH3:4])[CH:5]([CH3:6])[CH3:7])([CH3:8])[CH3:9].[Cl:10][c:11]1[c:12]([S:18](=[O:19])(=[O:20])[Cl:21])[cH:13][cH:14][c:15]([Cl:17])[cH:16]1.[Cl:62][CH2:63][Cl:64].[NH2:22][CH2:23][CH:24]([C:25]([NH:26][CH:27]([CH2:28][c:29]1[cH:30][cH:31][c:32]([Cl:35])[cH:33][cH:34]1)[C:36]([N:37]([CH:38]([CH3:39])[CH3:40])[CH2:41][CH:42]([O:43][CH2:44][CH3:45])[O:46][CH2:47][CH3:48])=[O:49])=[O:50])[NH:51][C:52]([O:53][CH2:54][c:55]1[cH:56][cH:57][cH:58][cH:59][cH:60]1)=[O:61]>>[Cl:10][c:11]1[c:12]([S:18](=[O:19])(=[O:20])[NH:22][CH2:23][CH:24]([C:25]([NH:26][CH:27]([CH2:28][c:29]2[cH:30][cH:31][c:32]([Cl:35])[cH:33][cH:34]2)[C:36]([N:37]([CH:38]([CH3:39])[CH3:40])[CH2:41][CH:42]([O:43][CH2:44][CH3:45])[O:46][CH2:47][CH3:48])=[O:49])=[O:50])[NH:51][C:52]([O:53][CH2:54][c:55]2[cH:56][cH:57][cH:58][cH:59][cH:60]2)=[O:61])[cH:13][cH:14][c:15]([Cl:17])[cH:16]1. Starting materials: C(C=C)OC1=NC(=C(C2=CC(=CC=C12)OC)C1=CC=CC=C1)C#N (1-(allyloxy)-6-methoxy-4-phenylisoquinoline-3-carbonitrile), CC1(OC[C@H](O1)CO)C ((R)-(−)-2,2,-dimethyl-1,3-dioxolane-4-methanol). The product is CC1(OC[C@H](O1)COC1=NC(=C(C2=CC(=CC=C12)OC)C1=CC=CC=C1)C#N)C (1-{[(4R)-2,2-dimethyl-1,3-dioxolan-4-yl]methoxy}-6-methoxy-4-phenylisoquinoline-3-carbonitrile). Reaction SMILES: [CH2:1]([O:4][C:5]1[C:14]2[C:9](=[CH:10][C:11]([O:15][CH3:16])=[CH:12][CH:13]=2)[C:8]([C:17]2[CH:22]=[CH:21][CH:20]=[CH:19][CH:18]=2)=[C:7]([C:23]#[N:24])[N:6]=1)[CH:2]=[CH2:3].[CH3:25][C:26]1([CH3:33])[O:30][C@H](CO)C[O:27]1>>[CH3:25][C:26]1([CH3:33])[O:30][C@H:2]([CH2:1][O:4][C:5]2[C:14]3[C:9](=[CH:10][C:11]([O:15][CH3:16])=[CH:12][CH:13]=3)[C:8]([C:17]3[CH:22]=[CH:21][CH:20]=[CH:19][CH:18]=3)=[C:7]([C:23]#[N:24])[N:6]=2)[CH2:3][O:27]1. Procedure: Following the procedure for 1-(allyloxy)-6-methoxy-4-phenylisoquinoline-3-carbonitrile, using (R)-(−)-2,2,-dimethyl-1,3-dioxolane-4-methanol in place of allyl alcohol, the title compound was synthesized.